From a dataset of the Open Reaction Database (ORD), a public repository of structured organic reaction records. describe an organic reaction: reactants, conditions, products, and yield Reactants: CC1(C(CCC1)C1=C(C=CC(=C1)C(=O)OC)C1=C(C=CC(=C1)O)F)C (Methyl 2-(2,2-dimethylcyclopentyl)-2′-fluoro-5′-hydroxy-1,1′-biphenyl-4-carboxylate), C([O-])([O-])=O.[Cs+].[Cs+] (cesium carbonate), FC(CI)(F)F (1,1,1-trifluoro-2-iodoethane). The solvent is O (water), CN(C)C=O (DMF). Reaction conditions: time 5 hour. Yields the product CC1(C(CCC1)C1=C(C=CC(=C1)C(=O)OC)C1=C(C=CC(=C1)OCC(F)(F)F)F)C (Methyl 2-(2,2-dimethylcyclopentyl)-2′-fluoro-5′-((2,2,2-trifluoroethyl)oxy)-1,1′-biphenyl-4-carboxylate). The yield is 91.8%. As a reaction SMILES: [CH3:1][C:2]1([CH3:25])[CH2:6][CH2:5][CH2:4][CH:3]1[C:7]1[CH:12]=[C:11]([C:13]([O:15][CH3:16])=[O:14])[CH:10]=[CH:9][C:8]=1[C:17]1[CH:22]=[C:21]([OH:23])[CH:20]=[CH:19][C:18]=1[F:24].C(=O)([O-])[O-].[Cs+].[Cs+].[F:32][C:33]([F:37])([F:36])[CH2:34]I>CN(C=O)C.O>[CH3:1][C:2]1([CH3:25])[CH2:6][CH2:5][CH2:4][CH:3]1[C:7]1[CH:12]=[C:11]([C:13]([O:15][CH3:16])=[O:14])[CH:10]=[CH:9][C:8]=1[C:17]1[CH:22]=[C:21]([O:23][CH2:34][C:33]([F:37])([F:36])[F:32])[CH:20]=[CH:19][C:18]=1[F:24] |f:1.2.3|. Procedure: To a flask containing 66.23A (0.100 g, 0.29 mmol) and cesium carbonate (0.29 g, 0.88 mmol) in DMF (2 mL) was added 1,1,1-trifluoro-2-iodoethane (0.12 g, 0.58 mmol) (commercially available from Aldrich), and stirring was continued for 5 hours. The reaction was diluted with water and extracted three times with EtOAc. After drying over anhydrous magnesium sulfate and filtering, the organic solvent was removed under reduced pressure and the product was then purified on silica gel (0-10% EtOAc in hex... Reactants: CC1COC(=O)N1, CC(C)(C)[O-], Cc1ccccc1, CCOC(C)=O, Clc1cccc(Nc2nccc(-c3ccnc(Cl)c3)n2)c1, [Na+], O=C(C=Cc1ccccc1)C=Cc1ccccc1, O=C(C=Cc1ccccc1)C=Cc1ccccc1, O=C(C=Cc1ccccc1)C=Cc1ccccc1, [Pd], [Pd]. Yields the product CC1COC(=O)N1c1cc(-c2ccnc(Nc3cccc(Cl)c3)n2)ccn1. Reaction SMILES: [CH3:22][CH:23]1[NH:24][C:25](=[O:28])[O:26][CH2:27]1.[CH3:29][C:30]([CH3:31])([O-:32])[CH3:33].[CH3:35][c:36]1[cH:37][cH:38][cH:39][cH:40][cH:41]1.[CH3:42][CH2:43][O:44][C:45](=[O:46])[CH3:47].[Cl:1][c:2]1[cH:3][c:4]([NH:8][c:9]2[n:10][cH:11][cH:12][c:13](-[c:15]3[cH:16][c:17]([Cl:21])[n:18][cH:19][cH:20]3)[n:14]2)[cH:5][cH:6][cH:7]1.[Na+:34].[O:50]=[C:51]([CH:52]=[CH:53][c:54]1[cH:55][cH:56][cH:57][cH:58][cH:59]1)[CH:60]=[CH:61][c:62]1[cH:63][cH:64][cH:65][cH:66][cH:67]1.[O:68]=[C:69]([CH:70]=[CH:71][c:72]1[cH:73][cH:74][cH:75][cH:76][cH:77]1)[CH:78]=[CH:79][c:80]1[cH:81][cH:82][cH:83][cH:84][cH:85]1.[O:86]=[C:87]([CH:88]=[CH:89][c:90]1[cH:91][cH:92][cH:93][cH:94][cH:95]1)[CH:96]=[CH:97][c:98]1[cH:99][cH:100][cH:101][cH:102][cH:103]1.[Pd:48].[Pd:49]>>[Cl:1][c:2]1[cH:3][c:4]([NH:8][c:9]2[n:10][cH:11][cH:12][c:13](-[c:15]3[cH:16][c:17]([N:24]4[CH:23]([CH3:22])[CH2:27][O:26][C:25]4=[O:28])[n:18][cH:19][cH:20]3)[n:14]2)[cH:5][cH:6][cH:7]1.